Dataset: the Open Reaction Database (ORD), a public repository of structured organic reaction records. Task: describe an organic reaction: reactants, conditions, products, and yield Starting materials: C(C)C=1C(=NC=2N(C1C)C=C(N2)C(=O)OCC)OC (ethyl 6-ethyl-7-methoxy-5-methylimidazo[1,2-a]pyrimidine-2-carboxylate), C([O-])([O-])=O.[K+].[K+] (potassium carbonate). The solvent is CO (methanol), O (water). The product is C(C)C=1C(=NC=2N(C1C)C=C(N2)C(=O)O)OC (6-ethyl-7-methoxy-5-methylimidazo[1,2-a]pyrimidine-2-carboxylic acid). The yield is 81505.3%. Reaction SMILES: [CH2:1]([C:3]1[C:4]([O:18][CH3:19])=[N:5][C:6]2[N:7]([CH:10]=[C:11]([C:13]([O:15]CC)=[O:14])[N:12]=2)[C:8]=1[CH3:9])[CH3:2].C(=O)([O-])[O-].[K+].[K+]>CO.O>[CH2:1]([C:3]1[C:4]([O:18][CH3:19])=[N:5][C:6]2[N:7]([CH:10]=[C:11]([C:13]([OH:15])=[O:14])[N:12]=2)[C:8]=1[CH3:9])[CH3:2] |f:1.2.3|. Reported procedure: A mixture of 120 g (0.456 mmol) of ethyl 6-ethyl-7-methoxy-5-methylimidazo[1,2-a]pyrimidine-2-carboxylate and 120 g of potassium carbonate in 1200 ml of methanol and 600 ml of water was heated at reflux for 2 hours and the methanol was then evaporated. 150 ml of more water were added, and the resulting solution was acidified to a pH of 1 with concentrated HCl. The solid obtained was filtered and was washed with water, then dried under vacuum over P2O5 at 80° C. to obtain 87.43 g (82% yield) of 6... Reactants: NC[C@@H]1[C@H]([C@@H]([C@@H](O1)N1C(=O)NC(=O)C(=C1)CC)F)O (1-(5-amino-2,5-dideoxy-2-fluoro-β-D-arabinofuranosyl)-5-ethyluracil), ClC1=C(O[C@H](C(=O)O)C)C=C(C(=C1)Cl)OC ((S)-2-(2,4-dichloro-5-methoxy-phenoxy)-propionic acid), C(C(=O)Cl)(=O)Cl (oxalyl chloride). Run in [OH-].[Na+] (sodium hydroxide), C1(=CC=CC=C1)C (toluene), CN(C=O)C (dimethylformamide). Product: ClC1=C(O[C@H](C(=O)NC[C@@H]2[C@H]([C@@H]([C@@H](O2)N2C(=O)NC(=O)C(=C2)CC)F)O)C)C=C(C(=C1)Cl)OC (1-[5-[2(S)-(2,4-dichloro-5-methoxyphenoxy)-propionamido]-2,5-dideoxy-2-fluoro-β-D-arabinofuranosyl]-5-ethyluracil). Isolated yield 70.7%. As a reaction SMILES: [Cl:1][C:2]1[CH:13]=[C:12]([Cl:14])[C:11]([O:15][CH3:16])=[CH:10][C:3]=1[O:4][C@@H:5]([CH3:9])[C:6]([OH:8])=O.C(Cl)(=O)C(Cl)=O.[NH2:23][CH2:24][C@H:25]1[O:29][C@@H:28]([N:30]2[CH:37]=[C:36]([CH2:38][CH3:39])[C:34](=[O:35])[NH:33][C:31]2=[O:32])[C@@H:27]([F:40])[C@@H:26]1[OH:41]>C1(C)C=CC=CC=1.CN(C)C=O.[OH-].[Na+]>[Cl:1][C:2]1[CH:13]=[C:12]([Cl:14])[C:11]([O:15][CH3:16])=[CH:10][C:3]=1[O:4][C@@H:5]([CH3:9])[C:6]([NH:23][CH2:24][C@H:25]1[O:29][C@@H:28]([N:30]2[CH:37]=[C:36]([CH2:38][CH3:39])[C:34](=[O:35])[NH:33][C:31]2=[O:32])[C@@H:27]([F:40])[C@@H:26]1[OH:41])=[O:8] |f:5.6|. Procedure details: 24.2 g (0.091 mol) of (S)-2-(2,4-dichloro-5-methoxy-phenoxy)-propionic acid were suspended in a mixture of 150 ml of toluene and 0.5 ml of dimethylformamide and the suspension was stirred under nitrogen. 15.0 ml (0.17 mol) of oxalyl chloride were added, with vigorous evolution of gas occurring. The mixture was stirred for 1 hour to give a homogeneous solution. The solvents were removed by evaporation, the residue was taken up in 100 ml of diethyl ether and the solution was added to a solution of... Reactants: [Mg+]Cc1ccccc1, C1CCOC1, [Cl-], Clc1cc(Cl)nc(Cl)n1. The product is Clc1cc(Cc2ccccc2)nc(Cl)n1. Reaction SMILES: [CH2:11]([c:12]1[cH:13][cH:14][cH:15][cH:16][cH:17]1)[Mg+:18].[CH2:19]1[O:20][CH2:21][CH2:22][CH2:23]1.[Cl-:10].[Cl:1][c:2]1[n:3][c:4]([Cl:9])[cH:5][c:6]([Cl:8])[n:7]1>>[Cl:1][c:2]1[n:3][c:4]([CH2:11][c:12]2[cH:13][cH:14][cH:15][cH:16][cH:17]2)[cH:5][c:6]([Cl:8])[n:7]1. Starting materials: C1(CC1)N1C=C(C(C=2C=C3C(=NC12)C=C(C(=C3)F)F)=O)C(=O)O (1-cyclopropyl-7,8-difluoro-4-oxo-1,4-dihydrobenzo[b][1,8]naphthyridine-3-carboxylic acid), CS(=O)(=O)O.CS(=O)(=O)O.CC1(CNC1)N(C)C (3-methyl-3-(dimethylamino)azetidine dimethanesulphonate). The product is C1(CC1)N1C=C(C(C=2C=C3C(=NC12)C=C(C(=C3)F)N3CC(C3)(N(C)C)C)=O)C(=O)O (1-cyclopropyl-7-fluoro-8-(3-methyl-3-dimethylamino-1-azetidinyl)-4-oxo-1,4-dihydrobenzo[b][1,8]-naphthyridine-3-carboxylic acid). Isolated yield 75.6%. RXN SMILES: [CH:1]1([N:4]2[C:13]3[N:12]=[C:11]4[CH:14]=[C:15](F)[C:16]([F:18])=[CH:17][C:10]4=[CH:9][C:8]=3[C:7](=[O:20])[C:6]([C:21]([OH:23])=[O:22])=[CH:5]2)[CH2:3][CH2:2]1.CS(O)(=O)=O.CS(O)(=O)=O.[CH3:34][C:35]1([N:39]([CH3:41])[CH3:40])[CH2:38][NH:37][CH2:36]1>>[CH:1]1([N:4]2[C:13]3[N:12]=[C:11]4[CH:14]=[C:15]([N:37]5[CH2:38][C:35]([CH3:34])([N:39]([CH3:41])[CH3:40])[CH2:36]5)[C:16]([F:18])=[CH:17][C:10]4=[CH:9][C:8]=3[C:7](=[O:20])[C:6]([C:21]([OH:23])=[O:22])=[CH:5]2)[CH2:2][CH2:3]1 |f:1.2.3|. Reported procedure: 1-Cyclopropyl-7-fluoro-8-(3-methyl-3-dimethylamino-1-azetidinyl)-4-oxo-1,4-dihydrobenzo[b][1,8]naphthyridine-3-carboxylic acid was prepared under the conditions of Example 15, but starting with 1.58 g of 1-cyclopropyl-7,8-difluoro-4-oxo-1,4-dihydrobenzo[b][1,8]naphthyridine-3-carboxylic acid and 2.45 g of 3-methyl-3-(dimethylamino)azetidine dimethanesulphonate. 1.55 g of 1-cyclopropyl-7-fluoro-8-(3-methyl-3-dimethylamino-1-azetidinyl)-4-oxo-1,4-dihydrobenzo[b][1,8]-naphthyridine-3-carboxylic aci... The reactants are Cc1cc(C)c2c(c1C)OC(C)(CBr)C2, CS(C)=O, N#C[Na], O. Yields the product Cc1cc(C)c2c(c1C)OC(C)(CC#N)C2. As a reaction SMILES: [Br:1][CH2:2][C:3]1([CH3:15])[O:4][c:5]2[c:6]([c:8]([CH3:14])[cH:9][c:10]([CH3:13])[c:11]2[CH3:12])[CH2:7]1.[CH3:19][S:20]([CH3:21])=[O:22].[Na:16][C:17]#[N:18].[OH2:23]>>[CH2:2]([C:3]1([CH3:15])[O:4][c:5]2[c:6]([c:8]([CH3:14])[cH:9][c:10]([CH3:13])[c:11]2[CH3:12])[CH2:7]1)[C:17]#[N:18]. Procedure details: To a solution of tert-butyl 6-((3R,4R)-3-(tert-butoxycarbonylamino)tetrahydro-2H-pyran-4-ylamino)-7-fluoro-4-(3-methylisothiazol-5-yl)-3-oxo-1H-pyrrolo[3,4-c]pyridine-2(3H)-carboxylate (5.5 mg, 9.76 μmol) in DCM (2.0 mL) was added TFA (2.0 mL, 26.0 mmol). The reaction mixture was stirred at RT for 1 h, and concentrated in vacuo. The resulting crude material was reconstituted in DMF and purified via preparative HPLC eluting with water (0.05% TFA) and ACN (55-80% gradient, 0.035% TFA). The collect... Run at time 1 hour. Reactants: C(C)(C)(C)OC(=O)N[C@H]1COCC[C@H]1NC1=C(C2=C(C(=N1)C1=CC(=NS1)C)C(N(C2)C(=O)OC(C)(C)C)=O)F (tert-butyl 6-((3R,4R)-3-(tert-butoxycarbonylamino)tetrahydro-2H-pyran-4-ylamino)-7-fluoro-4-(3-methylisothiazol-5-yl)-3-oxo-1H-pyrrolo[3,4-c]pyridine-2(3H)-carboxylate), C(=O)(C(F)(F)F)O (TFA). As a reaction SMILES: C(OC([NH:8][C@@H:9]1[C@H:14]([NH:15][C:16]2[N:21]=[C:20]([C:22]3[S:26][N:25]=[C:24]([CH3:27])[CH:23]=3)[C:19]3[C:28](=[O:38])[N:29](C(OC(C)(C)C)=O)[CH2:30][C:18]=3[C:17]=2[F:39])[CH2:13][CH2:12][O:11][CH2:10]1)=O)(C)(C)C.[C:40]([OH:46])([C:42]([F:45])([F:44])[F:43])=[O:41]>C(Cl)Cl>[C:40]([OH:46])([C:42]([F:45])([F:44])[F:43])=[O:41].[NH2:8][C@@H:9]1[C@H:14]([NH:15][C:16]2[N:21]=[C:20]([C:22]3[S:26][N:25]=[C:24]([CH3:27])[CH:23]=3)[C:19]3[C:28](=[O:38])[NH:29][CH2:30][C:18]=3[C:17]=2[F:39])[CH2:13][CH2:12][O:11][CH2:10]1. The product is C(=O)(C(F)(F)F)O (TFA), N[C@H]1COCC[C@H]1NC1=C(C2=C(C(=N1)C1=CC(=NS1)C)C(NC2)=O)F (6-((3R,4R)-3-Aminotetrahydro-2H-pyran-4-ylamino)-7-fluoro-4-(3-methylisothiazol-5-yl)-1H-pyrrolo[3,4-c]pyridin-3(2H)-one). The solvent is C(Cl)Cl (DCM). Yields the product COc1ccc(-c2nn(C3CCCCO3)c3ccc(C#N)cc23)cc1. Starting materials: N#Cc1ccc2c(c1)c(Br)nn2C1CCCCO1, COc1ccc(B(O)O)cc1, COCCOC, CCOC(C)=O, [K+], [K+], [K+], O=P([O-])([O-])[O-]. As a reaction SMILES: [Br:1][c:2]1[n:3][n:4]([CH:13]2[O:14][CH2:15][CH2:16][CH2:17][CH2:18]2)[c:5]2[cH:6][cH:7][c:8]([C:11]#[N:12])[cH:9][c:10]12.[CH3:19][O:20][c:21]1[cH:22][cH:23][c:24]([B:27]([OH:28])[OH:29])[cH:25][cH:26]1.[CH3:38][O:39][CH2:40][CH2:41][O:42][CH3:43].[CH3:44][CH2:45][O:46][C:47]([CH3:48])=[O:49].[K+:35].[K+:36].[K+:37].[P:30]([O-:31])([O-:32])([O-:33])=[O:34]>>[c:2]1(-[c:24]2[cH:23][cH:22][c:21]([O:20][CH3:19])[cH:26][cH:25]2)[n:3][n:4]([CH:13]2[O:14][CH2:15][CH2:16][CH2:17][CH2:18]2)[c:5]2[cH:6][cH:7][c:8]([C:11]#[N:12])[cH:9][c:10]12. Run in C1CCOC1 (THF), C(C)N(CC)CC (triethylamine), C(C)#N (acetonitrile). Reaction SMILES: [C:1]([C:9]1[CH:17]=[C:16]([Br:18])[CH:15]=[CH:14][C:10]=1[C:11]([OH:13])=O)(=[O:8])[C:2]1[CH:7]=[CH:6][CH:5]=[CH:4][CH:3]=1.[CH3:19][S:20]([C:23]1[CH:37]=[CH:36][C:26]([CH2:27][NH:28][CH2:29][CH:30]([OH:35])[CH2:31][CH2:32][CH2:33][CH3:34])=[CH:25][CH:24]=1)(=[O:22])=[O:21].Cl.C(N=C=NCCCN(C)C)C.O.ON1C2C=CC=CC=2N=N1>C1COCC1.C(N(CC)CC)C.C(#N)C>[C:1]([C:9]1[CH:17]=[C:16]([Br:18])[CH:15]=[CH:14][C:10]=1[C:11]([N:28]([CH2:29][CH:30]([OH:35])[CH2:31][CH2:32][CH2:33][CH3:34])[CH2:27][C:26]1[CH:25]=[CH:24][C:23]([S:20]([CH3:19])(=[O:22])=[O:21])=[CH:37][CH:36]=1)=[O:13])(=[O:8])[C:2]1[CH:3]=[CH:4][CH:5]=[CH:6][CH:7]=1 |f:2.3,4.5|. Starting materials: C(C1=CC=CC=C1)(=O)C1=C(C(=O)O)C=CC(=C1)Br (2-benzoyl-4-bromobenzoic acid), CS(=O)(=O)C1=CC=C(CNCC(CCCC)O)C=C1 (1-(4-methanesulfonylbenzylamino)hexan-2-ol), Cl.C(C)N=C=NCCCN(C)C (1-ethyl-3-(3-dimethylaminopropyl)carbodiimide hydrochloride), O.ON1N=NC2=C1C=CC=C2 (1-hydroxy-1H-benzotriazole monohydrate). Isolated yield 68.5%. Reported procedure: [Step 1] To a solution (20 ml) of 2-benzoyl-4-bromobenzoic acid (2.0 g) in THF were added 1-(4-methanesulfonylbenzylamino)hexan-2-ol (1.9 g), 1-ethyl-3-(3-dimethylaminopropyl)carbodiimide hydrochloride (1.9 g), 1-hydroxy-1H-benzotriazole monohydrate (1.0 g), acetonitrile (20 ml) and triethylamine (5 ml) at room temperature. The mixture was stirred at room temperature for 12 hrs. and concentrated under reduced pressure. Saturated aqueous sodium hydrogen carbonate was added to the residue and the ... The product is C(C1=CC=CC=C1)(=O)C1=C(C(=O)N(CC2=CC=C(C=C2)S(=O)(=O)C)CC(CCCC)O)C=CC(=C1)Br (2-benzoyl-4-bromo-N-(2-hydroxyhexyl)-N-(4-methanesulfonylbenzyl) benzamide). Run at time 12 hour. The reactants are O=C(N=C=S)c1ccccc1, O=C(Cl)c1ccccc1, CC(C)=O, [NH4+], Nc1ccccc1Oc1ccccc1, N#C[S-]. The product is O=C(NC(=S)Nc1ccccc1Oc1ccccc1)c1ccccc1. Reaction SMILES: [C:14]([c:15]1[cH:16][cH:17][cH:18][cH:19][cH:20]1)(=[O:21])[N:22]=[C:23]=[S:24].[C:5]([Cl:6])(=[O:7])[c:8]1[cH:9][cH:10][cH:11][cH:12][cH:13]1.[CH3:39][C:40](=[O:41])[CH3:42].[NH4+:4].[O:25]([c:26]1[cH:27][cH:28][cH:29][cH:30][cH:31]1)[c:32]1[c:33]([NH2:34])[cH:35][cH:36][cH:37][cH:38]1.[S-:1][C:2]#[N:3]>>[C:14]([c:15]1[cH:16][cH:17][cH:18][cH:19][cH:20]1)(=[O:21])[NH:22][C:23](=[S:24])[NH:34][c:33]1[c:32]([O:25][c:26]2[cH:27][cH:28][cH:29][cH:30][cH:31]2)[cH:38][cH:37][cH:36][cH:35]1.